From a dataset of the Open Reaction Database (ORD), a public repository of structured organic reaction records. describe an organic reaction: reactants, conditions, products, and yield Product: FCC1=C(OC=2C=C3C(=NC=NC3=CC2)NC2=NN(C=C2)C)C(=CC=C1)S(=O)(=O)C (6-[2-(Fluoromethyl)-6-(methylsulfonyl)phenoxy]-N-(1-methyl-pyrazol-3-yl)quinazolin-4-yl-amine). Reaction SMILES: F[C:2]1[C:7]([S:8]([CH3:11])(=[O:10])=[O:9])=[CH:6][CH:5]=[CH:4][C:3]=1[CH2:12][F:13].[NH2:14][C:15]1[CH:19]=[CH:18][N:17]([CH3:20])[N:16]=1.Cl[C:22]1[C:31]2[C:26](=[CH:27][CH:28]=[C:29]([OH:32])[CH:30]=2)[N:25]=[CH:24][N:23]=1>>[F:13][CH2:12][C:3]1[CH:4]=[CH:5][CH:6]=[C:7]([S:8]([CH3:11])(=[O:10])=[O:9])[C:2]=1[O:32][C:29]1[CH:30]=[C:31]2[C:26](=[CH:27][CH:28]=1)[N:25]=[CH:24][N:23]=[C:22]2[NH:14][C:15]1[CH:19]=[CH:18][N:17]([CH3:20])[N:16]=1. Procedure details: The compound of Example 150 was manufactured by the same method as in Example 95, by a similar method thereto or by a combination of such a method with a conventional method using 2-fluoro-1-(fluoromethyl)-3-(methylsulfonyl)benzene, 3-amino-1-methyl-1H-pyrazole and 4-chloro-6-hydroxy-quinazoline. The reactants are compound, ClC1=NC=NC2=CC=C(C=C12)O (4-chloro-6-hydroxy-quinazoline), FC1=C(C=CC=C1S(=O)(=O)C)CF (2-fluoro-1-(fluoromethyl)-3-(methylsulfonyl)benzene), NC1=NN(C=C1)C (3-amino-1-methyl-1H-pyrazole).